This data is from the Open Reaction Database (ORD), a public repository of structured organic reaction records. The task is: describe an organic reaction: reactants, conditions, products, and yield Starting materials: C(C)OC(CCCOC1=C(C(=CC=C1)CCCCCCOC1=CC(=CC(=C1)S(=O)(=O)CC)Br)CCC(=O)OCC)=O (4-[3-[6-(3-bromo-5-ethanesulfonyl-phenoxy)-hexyl]-2-(2-ethoxycarbonyl-ethyl)-phenoxy]-butyric acid ethyl ester), S1C=C(C=C1)B(O)O (3-thiopheneboronic acid), C([O-])([O-])=O.[Cs+].[Cs+] (cesium carbonate). The reagents and catalysts are C1=CC=C(C=C1)P([C-]2C=CC=C2)C3=CC=CC=C3.C1=CC=C(C=C1)P([C-]2C=CC=C2)C3=CC=CC=C3.Cl[Pd]Cl.[Fe+2] ([1,1′-bis(diphenylphosphino)ferrocene]dichloropalladium(II)). Product: C(C)OC(CCCOC1=C(C(=CC=C1)CCCCCCOC1=CC(=CC(=C1)C1=CSC=C1)S(=O)(=O)CC)CCC(=O)OCC)=O (4-[3-[6-(3-ethanesulfonyl-5-thiophen-3-yl-phenoxy)-hexyl]-2-(2-ethoxycarbonyl-ethyl)-phenoxy]-butyric acid ethyl ester). Yield: 77.2%. RXN SMILES: [CH2:1]([O:3][C:4](=[O:41])[CH2:5][CH2:6][CH2:7][O:8][C:9]1[CH:14]=[CH:13][CH:12]=[C:11]([CH2:15][CH2:16][CH2:17][CH2:18][CH2:19][CH2:20][O:21][C:22]2[CH:27]=[C:26]([S:28]([CH2:31][CH3:32])(=[O:30])=[O:29])[CH:25]=[C:24](Br)[CH:23]=2)[C:10]=1[CH2:34][CH2:35][C:36]([O:38][CH2:39][CH3:40])=[O:37])[CH3:2].[S:42]1[CH:46]=[CH:45][C:44](B(O)O)=[CH:43]1.C(=O)([O-])[O-].[Cs+].[Cs+]>C1C=CC(P(C2C=CC=CC=2)[C-]2C=CC=C2)=CC=1.C1C=CC(P(C2C=CC=CC=2)[C-]2C=CC=C2)=CC=1.Cl[Pd]Cl.[Fe+2]>[CH2:1]([O:3][C:4](=[O:41])[CH2:5][CH2:6][CH2:7][O:8][C:9]1[CH:14]=[CH:13][CH:12]=[C:11]([CH2:15][CH2:16][CH2:17][CH2:18][CH2:19][CH2:20][O:21][C:22]2[CH:23]=[C:24]([C:44]3[CH:45]=[CH:46][S:42][CH:43]=3)[CH:25]=[C:26]([S:28]([CH2:31][CH3:32])(=[O:30])=[O:29])[CH:27]=2)[C:10]=1[CH2:34][CH2:35][C:36]([O:38][CH2:39][CH3:40])=[O:37])[CH3:2] |f:2.3.4,5.6.7.8|. Procedure details: A similar procedure as described in Example 41, step 1 was used, starting from 4-[3-[6-(3-bromo-5-ethanesulfonyl-phenoxy)-hexyl]-2-(2-ethoxycarbonyl-ethyl)-phenoxy]-butyric acid ethyl ester (154 mg, 0.23 mmol), 3-thiopheneboronic acid (60.2 mg, 0.47 mmol), [1,1′-bis(diphenylphosphino)ferrocene]dichloropalladium(II) (26 mg, 0.035 mmol), and cesium carbonate (155 mg, 0.47 mmol) to afford 4-[3-[6-(3-ethanesulfonyl-5-thiophen-3-yl-phenoxy)-hexyl]-2-(2-ethoxycarbonyl-ethyl)-phenoxy]-butyric acid ethy... As a reaction SMILES: [BH4-:1].[C:29](=[O:30])([OH:31])[O-:32].[CH3:35][OH:36].[CH:3](=[O:4])[c:5]1[c:6]([C:18]#[C:19][C:20]2([OH:28])[CH2:21][N:22]3[CH2:23][CH2:24][CH:25]2[CH2:26][CH2:27]3)[cH:7][cH:8][c:9]([CH2:11][CH2:12][C:13](=[O:14])[O:15][CH2:16][CH3:17])[cH:10]1.[Na+:2].[Na+:33].[OH2:34]>>[BH3:1].[CH2:3]([OH:4])[c:5]1[c:6]([C:18]#[C:19][C:20]2([OH:28])[CH2:21][N:22]3[CH2:23][CH2:24][CH:25]2[CH2:26][CH2:27]3)[cH:7][cH:8][c:9]([CH2:11][CH2:12][C:13](=[O:14])[O:15][CH2:16][CH3:17])[cH:10]1. Product: B, CCOC(=O)CCc1ccc(C#CC2(O)CN3CCC2CC3)c(CO)c1. Reactants: [BH4-], O=C([O-])O, CO, CCOC(=O)CCc1ccc(C#CC2(O)CN3CCC2CC3)c(C=O)c1, [Na+], [Na+], O. Starting materials: [BH3-]C#N, CC(C)CCCC(=O)C(=O)O, CC(N)C(=O)N1CCCC1C(=O)O, [Na+]. Yields the product CC(C)CCCC(NC(C)C(=O)N1CCCC1C(=O)O)C(=O)O. As a reaction SMILES: [C:25]([BH3-:26])#[N:27].[CH3:1][CH:2]([CH2:3][CH2:4][CH2:5][C:6]([C:7](=[O:8])[OH:9])=[O:10])[CH3:11].[NH2:12][CH:13]([CH3:14])[C:15](=[O:16])[N:17]1[CH:18]([C:19](=[O:20])[OH:21])[CH2:22][CH2:23][CH2:24]1.[Na+:28]>>[CH3:1][CH:2]([CH2:3][CH2:4][CH2:5][CH:6]([C:7](=[O:8])[OH:9])[NH:12][CH:13]([CH3:14])[C:15](=[O:16])[N:17]1[CH:18]([C:19](=[O:20])[OH:21])[CH2:22][CH2:23][CH2:24]1)[CH3:11]. Reactants: CC1(C#N)CCN(C(=O)OC(C)(C)C)CC1, CS(C)=O, CO, [Na+], [OH-], OO. Yields the product CC(C)(C)OC(=O)N1CCC(C)(C(N)=O)CC1. As a reaction SMILES: [C:1]([CH3:2])([CH3:3])([CH3:4])[O:5][C:6](=[O:7])[N:8]1[CH2:9][CH2:10][C:11]([CH3:14])([C:15]#[N:16])[CH2:12][CH2:13]1.[CH3:17][S:18](=[O:19])[CH3:20].[CH3:25][OH:26].[Na+:22].[OH-:21].[OH:23][OH:24]>>[C:1]([CH3:2])([CH3:3])([CH3:4])[O:5][C:6](=[O:7])[N:8]1[CH2:9][CH2:10][C:11]([CH3:14])([C:15]([NH2:16])=[O:19])[CH2:12][CH2:13]1. Reactants: ClC1=CC=C(C=C1)C1=NC2=C(N1C(CO)C1CCC(CC1)(F)F)C=C(C(=C2)F)F (2-[2-(4-chloro-phenyl)-5,6-difluoro-benzoimidazol-1-yl]-2-(4,4-difluoro-cyclohexyl)-ethanol), CC=1C=C(C#N)C=C(C1O)C (3,5-dimethyl-4-hydroxybenzonitrile), N′N′N′N-tetramethylazodicarboxamide. Product: ClC1=CC=C(C=C1)C1=NC2=C(N1C(COC1=C(C=C(C#N)C=C1C)C)C1CCC(CC1)(F)F)C=C(C(=C2)F)F (4-[2-[2-(4-Chloro-phenyl)-5,6-difluoro-benzoimidazol-1-yl]-2-(4,4-difluoro-cyclohexyl)-ethoxy]-3,5-dimethyl-benzonitrile). Reaction SMILES: [Cl:1][C:2]1[CH:7]=[CH:6][C:5]([C:8]2[N:12]([CH:13]([CH:16]3[CH2:21][CH2:20][C:19]([F:23])([F:22])[CH2:18][CH2:17]3)[CH2:14][OH:15])[C:11]3[CH:24]=[C:25]([F:29])[C:26]([F:28])=[CH:27][C:10]=3[N:9]=2)=[CH:4][CH:3]=1.[CH3:30][C:31]1[CH:32]=[C:33]([CH:36]=[C:37]([CH3:40])[C:38]=1O)[C:34]#[N:35]>>[Cl:1][C:2]1[CH:7]=[CH:6][C:5]([C:8]2[N:12]([CH:13]([CH:16]3[CH2:21][CH2:20][C:19]([F:23])([F:22])[CH2:18][CH2:17]3)[CH2:14][O:15][C:38]3[C:37]([CH3:40])=[CH:36][C:33]([C:34]#[N:35])=[CH:32][C:31]=3[CH3:30])[C:11]3[CH:24]=[C:25]([F:29])[C:26]([F:28])=[CH:27][C:10]=3[N:9]=2)=[CH:4][CH:3]=1. Procedure: The title compound was prepared in analogy to Example 4, intermediate, from 2-[2-(4-chloro-phenyl)-5,6-difluoro-benzoimidazol-1-yl]-2-(4,4-difluoro-cyclohexyl)-ethanol, 3,5-dimethyl-4-hydroxybenzonitrile (commercially available), tri-n-butylposphine and N′N′N′N-tetramethylazodicarboxamide. The compound was purified by silica gel chromatography using a MPLC system (CombiFlash Companion, Isco Inc.) eluting with a gradient of a gradient of heptane:ethyl acetate (100:0 to 60:40). Light yellow solid ... The reactants are glycol di-p-toluenesulphonate, CN1C(CCC1)=O (N-methyl pyrrolidone), C(C)(=O)O (acetic acid), C(CC(=O)OCC)(=O)OCC (diethyl malonate), CC(C)([O-])C.[K+] (potassium tert-butoxide), CN1C(CCC1)=O (N-methyl pyrrolidone). Conditions: temperature 60 celsius. The product is C(C)OC(=O)C1(CCOCCOCCOCCOCC1)C(=O)OCC (4,4-bis-ethoxycarbonyl-1,7,10,13-tetraoxacyclopentadecane). Reaction SMILES: [C:1]([O:9][CH2:10][CH3:11])(=[O:8])[CH2:2][C:3]([O:5][CH2:6][CH3:7])=[O:4].C[C:13]([CH3:16])([O-:15])C.[K+].[C:18]([OH:21])(=O)[CH3:19].CN1CC[CH2:25][C:24]1=[O:28]>>[CH2:10]([O:9][C:1]([C:2]1([C:3]([O:5][CH2:6][CH3:7])=[O:4])[CH2:16][CH2:13][O:15][CH2:19][CH2:18][O:21][CH2:25][CH2:24][O:28][CH2:7][CH2:6][O:5][CH2:3][CH2:2]1)=[O:8])[CH3:11] |f:1.2|. Reported procedure: In an inert gas atmosphere and at room temperature, diethyl malonate (6.9 ml) is added dropwise to a stirred solution of potassium tert-butoxide (6.8 g) in dry N-methyl pyrrolidone (63 ml). After warming for 1 hour at 60° C. and cooling at room temperature, a solution of pentaethylenene glycol di-p-toluenesulphonate (25 g) n N-methyl pyrrolidone (25 ml) is dropwise added to the mixture over a period of 4 hrs, that is then heated at 80° C. for 18 hrs. After cooling at room temperature, addition o...